This data is from the Open Reaction Database (ORD), a public repository of structured organic reaction records. The task is: describe an organic reaction: reactants, conditions, products, and yield Reactants: BrN1C(CCC1=O)=O (N-bromo-succinimide), CN1C2CN(CC1CCC2)C=2C=NC=CC2 (9-methyl-3-pyridin-3-yl-3,9-diaza-bicyclo[3.3.1]nonane). Run in C(C)#N (acetonitrile), C(C)#N (acetonitrile). Reaction conditions: temperature 0 celsius. Yields the product BrC1=CC=C(C=N1)N1CC2CCCC(C1)N2C (3-(6-Bromo-pyridin-3-yl)-9-methyl-3,9-diaza-bicyclo[3.3.1]nonane). As a reaction SMILES: [CH3:1][N:2]1[CH:7]2[CH2:8][CH2:9][CH2:10][CH:3]1[CH2:4][N:5]([C:11]1[CH:12]=[N:13][CH:14]=[CH:15][CH:16]=1)[CH2:6]2.[Br:17]N1C(=O)CCC1=O>C(#N)C>[Br:17][C:14]1[N:13]=[CH:12][C:11]([N:5]2[CH2:6][CH:7]3[N:2]([CH3:1])[CH:3]([CH2:10][CH2:9][CH2:8]3)[CH2:4]2)=[CH:16][CH:15]=1. Procedure details: A mixture of 9-methyl-3-pyridin-3-yl-3,9-diaza-bicyclo[3.3.1]nonane (1.38, 6.2 mmol) and acetonitrile (40 ml) was cooled to 0° C. N-bromo-succinimide (1.1 g, 6.2 mmol) in acetonitrile (20 ml) was added during 2 h. The mixture was stirred over night at room-temperature. The mixture was evaporated. Aqueous sodium hydroxide (20 ml, 1 M) was added followed by extraction with dichloromethane (3×10 ml). The product was purified by silica gel column chromatography using a solvent mixture of dichloromet... Reactants: O=C(O)Cc1cccc(Br)c1, CC(C)(C)NC(=O)C(Cl)(Cl)Cl, O=C([O-])O, ClCCl, C1CCCCC1, [Na+]. Product: CC(C)(C)OC(=O)Cc1cccc(Br)c1. RXN SMILES: [Br:1][c:2]1[cH:3][c:4]([CH2:8][C:9](=[O:10])[OH:11])[cH:5][cH:6][cH:7]1.[C:15]([CH3:16])([CH3:17])([CH3:18])[NH:19][C:20](=[O:21])[C:22]([Cl:23])([Cl:24])[Cl:25].[C:26](=[O:27])([OH:28])[O-:29].[CH2:12]([Cl:13])[Cl:14].[CH2:31]1[CH2:32][CH2:33][CH2:34][CH2:35][CH2:36]1.[Na+:30]>>[Br:1][c:2]1[cH:3][c:4]([CH2:8][C:9]([O:10][C:15]([CH3:16])([CH3:17])[CH3:18])=[O:11])[cH:5][cH:6][cH:7]1. Reactants: FC(C(=O)N1C(O[C@@H]([C@H]1CF)C1=CC=C(C=C1)B1OC(C(O1)(C)C)(C)C)(C)C)F (2,2-Difluoro-1-{(4S,5R)-4-fluoromethyl-2,2-dimethyl-5-[4-(4,4,5,5-tetramethyl-[1,3,2]dioxaborolan-2-yl)-phenyl]-oxazolidin-3-yl}-ethanone), BrC=1C=CC(=NC1)CO ((5-Bromo-pyridin-2-yl)-methanol), C([O-])(O)=O.[Na+] (sodium bicarbonate). Reagents/catalysts: C1=CC=C(C=C1)P([C-]2C=CC=C2)C3=CC=CC=C3.C1=CC=C(C=C1)P([C-]2C=CC=C2)C3=CC=CC=C3.Cl[Pd]Cl.[Fe+2] ([1,1′Bis(diphenylphosphino)ferrocene]dichloropalladium (II)). Solvent: C1(=CC=CC=C1)C (toluene), C(C)O (ethanol). Reaction conditions: temperature 80 celsius. Yields the product FC(C(=O)N1C(O[C@@H]([C@H]1CF)C1=CC=C(C=C1)C=1C=NC(=CC1)CO)(C)C)F (2,2-Difluoro-1-{(4S,5R)-4-fluoromethyl-5-[4-(6-hydroxymethyl-pyridin-3-yl)-phenyl]-2,2-dimethyl-oxazolidin-3-yl}-ethanone). The yield is 48.6%. RXN SMILES: [F:1][CH:2]([F:29])[C:3]([N:5]1[C@H:9]([CH2:10][F:11])[C@@H:8]([C:12]2[CH:17]=[CH:16][C:15](B3OC(C)(C)C(C)(C)O3)=[CH:14][CH:13]=2)[O:7][C:6]1([CH3:28])[CH3:27])=[O:4].Br[C:31]1[CH:32]=[CH:33][C:34]([CH2:37][OH:38])=[N:35][CH:36]=1.C(=O)(O)[O-].[Na+]>C1(C)C=CC=CC=1.C(O)C.C1C=CC(P(C2C=CC=CC=2)[C-]2C=CC=C2)=CC=1.C1C=CC(P(C2C=CC=CC=2)[C-]2C=CC=C2)=CC=1.Cl[Pd]Cl.[Fe+2]>[F:1][CH:2]([F:29])[C:3]([N:5]1[C@H:9]([CH2:10][F:11])[C@@H:8]([C:12]2[CH:17]=[CH:16][C:15]([C:31]3[CH:36]=[N:35][C:34]([CH2:37][OH:38])=[CH:33][CH:32]=3)=[CH:14][CH:13]=2)[O:7][C:6]1([CH3:27])[CH3:28])=[O:4] |f:2.3,6.7.8.9|. Procedure details: To as solution of 2,2-Difluoro-1-{(4S,5R)-4-fluoromethyl-2,2-dimethyl-5-[4-(4,4,5,5-tetramethyl-[1,3,2]dioxaborolan-2-yl)-phenyl]-oxazolidin-3-yl}-ethanone (200 mg, 0.48 mmol) in toluene (3.2 ml) and ethanol (2.4 ml) is added (5-Bromo-pyridin-2-yl)-methanol (91 mg, 0.48 mmol); aqueous sodium bicarbonate solution (1.94 mmol, 2M, 1 ml) and [1,1′Bis(diphenylphosphino)ferrocene]dichloropalladium (II) (18 mg, 0.02 mmol). The reaction is heated at 80° C., under nitrogen, for 45 minutes. The reaction m... Yields the product C=CCOC(=O)N(C)Cc1csc2cncn12. Reactants: CNCc1csc2cncn12, C=CCOC(=O)Cl, ClCCl, [Na+], O, OCc1csc2cncn12, O=C([O-])O. As a reaction SMILES: [CH3:1][NH:2][CH2:3][c:4]1[n:5]2[c:6]([s:7][cH:8]1)[cH:9][n:10][cH:11]2.[Cl:22][C:23](=[O:24])[O:25][CH2:26][CH:27]=[CH2:28].[Cl:35][CH2:36][Cl:37].[Na+:29].[OH2:34].[OH:12][CH2:13][c:14]1[n:15]2[cH:16][n:17][cH:18][c:19]2[s:20][cH:21]1.[OH:30][C:31](=[O:32])[O-:33]>>[CH3:1][N:2]([CH2:3][c:4]1[n:5]2[c:6]([s:7][cH:8]1)[cH:9][n:10][cH:11]2)[C:23](=[O:24])[O:25][CH2:26][CH:27]=[CH2:28]. Reactants: C=1(C(=CC=CC1)S(=O)(=O)Cl)C (Toluenesulfonyl chloride), OCCC1CNC2=C(S1(=O)=O)SC(=C2)S(N)(=O)=O (3-(2-hydroxyethyl)-2,3-dihydro-4,4-dioxo-6-sulfamoyl-1H-thieno[2,3-b][1,4]thiazine), C(C(C)C)N (isobutylamine). Run in N1=CC=CC=C1 (pyridine). Conditions: temperature 100 celsius, time 0.5 hour. Yields the product Cl.C(C(C)C)NCCC1CNC2=C(S1(=O)=O)SC(=C2)S(N)(=O)=O (3-(2-isobutylaminoethyl)-2,3-dihydro-4,4-dioxo-6-sulfamoyl-1H-thieno[2,3-b][1,4]thiazine hydrochloride). As a reaction SMILES: C1(C)C(S([Cl:10])(=O)=O)=CC=CC=1.O[CH2:13][CH2:14][CH:15]1[S:20](=[O:22])(=[O:21])[C:19]2[S:23][C:24]([S:26](=[O:29])(=[O:28])[NH2:27])=[CH:25][C:18]=2[NH:17][CH2:16]1.[CH2:30]([NH2:34])[CH:31]([CH3:33])[CH3:32]>N1C=CC=CC=1>[ClH:10].[CH2:30]([NH:34][CH2:13][CH2:14][CH:15]1[S:20](=[O:22])(=[O:21])[C:19]2[S:23][C:24]([S:26](=[O:29])(=[O:28])[NH2:27])=[CH:25][C:18]=2[NH:17][CH2:16]1)[CH:31]([CH3:33])[CH3:32] |f:4.5|. Reported procedure: Toluenesulfonyl chloride (1.91 g, 10 mmol) was added portionwise over 50 minutes to a cold (-10° C. to -5° C.) solution of 3-(2-hydroxyethyl)-2,3-dihydro-4,4-dioxo-6-sulfamoyl-1H-thieno[2,3-b][1,4]thiazine (1.56 g, 5 mmol) in pyridine (10 ml). This solution was stirred for about 0.5 hr as the temperature rose to 0° C., then isobutylamine (10 ml) was added. The resulting solution was heated at 100° C. overnight. The reaction mixture was concentrated to dryness, and the residue was treated with ch... Reactants: CC(C)(C)[O-], COC(=O)CCC(CCC(=O)O)c1ccncc1, [Cl-], [K+], [NH4+], C1CCOC1. Reaction SMILES: [CH3:1][C:2]([CH3:3])([O-:4])[CH3:5].[CH3:7][O:8][C:9]([CH2:10][CH2:11][CH:12]([CH2:13][CH2:14][C:15](=[O:16])[OH:17])[c:18]1[cH:19][cH:20][n:21][cH:22][cH:23]1)=[O:24].[Cl-:25].[K+:6].[NH4+:26].[O:27]1[CH2:28][CH2:29][CH2:30][CH2:31]1>>[CH3:7][O:8][C:9]([CH:10]1[CH2:11][CH:12]([c:18]2[cH:19][cH:20][n:21][cH:22][cH:23]2)[CH2:13][CH2:14][C:15]1=[O:17])=[O:24]. Yields the product COC(=O)C1CC(c2ccncc2)CCC1=O. Starting materials: C(=O)(OCC)C1=C(C=CC=C1)C=1N=C2N(C3=C(NC2=O)C=2C=CC=C(C2C3)CC(=O)OCC)C1 (ethyl 2-(2-carbethoxyphenyl)-4-oxo-4,5-dihydro-10H-imidazo[1,2-a]indeno[1,2-e]pyrazine-9-acetate), Cl (hydrochloric acid). Product: C(=O)(O)C1=C(C=CC=C1)C=1N=C2N(C3=C(NC2=O)C=2C=CC=C(C2C3)CC(=O)Cl)C1 (2-(2-carboxyphenyl)-4-oxo-4,5-dihydro-10H-imidazo[1,2-a]indeno[1,2-e]pyrazine-9-acetic acid chloride). RXN SMILES: [C:1]([C:6]1[CH:11]=[CH:10][CH:9]=[CH:8][C:7]=1[C:12]1[N:13]=[C:14]2[C:19](=[O:20])[NH:18][C:17]3[C:21]4[CH:22]=[CH:23][CH:24]=[C:25]([CH2:28][C:29](OCC)=[O:30])[C:26]=4[CH2:27][C:16]=3[N:15]2[CH:34]=1)([O:3]CC)=[O:2].[ClH:35]>>[C:1]([C:6]1[CH:11]=[CH:10][CH:9]=[CH:8][C:7]=1[C:12]1[N:13]=[C:14]2[C:19](=[O:20])[NH:18][C:17]3[C:21]4[CH:22]=[CH:23][CH:24]=[C:25]([CH2:28][C:29]([Cl:35])=[O:30])[C:26]=4[CH2:27][C:16]=3[N:15]2[CH:34]=1)([OH:3])=[O:2]. Reported procedure: A stirred solution of 1.3 g of ethyl 2-(2-carbethoxyphenyl)-4-oxo-4,5-dihydro-10H-imidazo[1,2-a]indeno[1,2-e]pyrazine-9-acetate in 45 ml of a 12 N aqueous hydrochloric acid solution is maintained at boiling temperature for 64 hours. After cooling, the insoluble matter is separated by filtration, washed 3 times with a total of 45 ml of distilled water and dried under reduced pressure (0.5 mm Hg; 0.07 kPa) at 45° C. 0.9 g of 2-(2-carboxyphenyl)-4-oxo-4,5-dihydro-10H-imidazo[1,2-a]indeno[1,2-e]pyra... Reactants: CCO, CC(=O)CCN(C(=O)Cc1ccccc1)C(C)(C)c1cccc(Cl)c1, [K+], [OH-]. Product: CC1=C(c2ccccc2)C(=O)N(C(C)(C)c2cccc(Cl)c2)CC1. Reaction SMILES: [CH3:28][CH2:29][OH:30].[Cl:1][c:2]1[cH:3][c:4]([C:5]([CH3:6])([CH3:7])[N:8]([C:9]([CH2:10][c:11]2[cH:12][cH:13][cH:14][cH:15][cH:16]2)=[O:17])[CH2:18][CH2:19][C:20]([CH3:21])=[O:22])[cH:23][cH:24][cH:25]1.[K+:27].[OH-:26]>>[Cl:1][c:2]1[cH:3][c:4]([C:5]([CH3:6])([CH3:7])[N:8]2[C:9](=[O:17])[C:10]([c:11]3[cH:12][cH:13][cH:14][cH:15][cH:16]3)=[C:20]([CH3:21])[CH2:19][CH2:18]2)[cH:23][cH:24][cH:25]1. Reactants: OC=1C=C(C=O)C=CC1 (3-hydroxybenzaldehyde), [OH-].[K+] (KOH), CS(=O)C (DMSO), Cl.ClCCN1CCCC1 (N-(2-chloroethyl)pyrrolidine hydrochloride). Run in C(C)(=O)OCC (ethyl acetate), O (water). Conditions: time 8 hour. Product: N1(CCCC1)CCOC=1C=C(C=O)C=CC1 (3-[2-(1-pyrrolidinyl)ethoxy]benzaldehyde). The yield is 95.6%. RXN SMILES: [OH:1][C:2]1[CH:3]=[C:4]([CH:7]=[CH:8][CH:9]=1)[CH:5]=[O:6].[OH-].[K+].CS(C)=O.Cl.Cl[CH2:18][CH2:19][N:20]1[CH2:24][CH2:23][CH2:22][CH2:21]1>C(OCC)(=O)C.O>[N:20]1([CH2:19][CH2:18][O:1][C:2]2[CH:3]=[C:4]([CH:7]=[CH:8][CH:9]=2)[CH:5]=[O:6])[CH2:24][CH2:23][CH2:22][CH2:21]1 |f:1.2,4.5|. Procedure details: To a mixture of 3-hydroxybenzaldehyde (4.15 g, 33.98 mmol), KOH (4.93 g) and DMSO (50 ml) was added N-(2-chloroethyl)pyrrolidine hydrochloride (6.94 g). The reaction mixture was stirred at room temperature overnight, then was poured into water (750 ml) and ethyl acetate (350 ml) was added. The layers were separated, the aqueous layer was extracted with ethyl acetate and the combined organic layers were washed with water (2×1000 ml), dried over MgSO4, filtered and stripped to afford 7.12 g of 3-[... Yields the product Cn1c(Nc2ccccc2)ncc(-c2ccc(O)cn2)c1=O. The reactants are BrB(Br)Br, Cn1c(Nc2ccccc2)ncc(-c2ccc(OCc3ccccc3)cn2)c1=O, ClCCl, O. RXN SMILES: [B:30]([Br:31])([Br:32])[Br:33].[CH2:1]([c:2]1[cH:3][cH:4][cH:5][cH:6][cH:7]1)[O:8][c:9]1[cH:10][cH:11][c:12](-[c:15]2[c:16](=[O:29])[n:17]([CH3:28])[c:18]([NH:21][c:22]3[cH:23][cH:24][cH:25][cH:26][cH:27]3)[n:19][cH:20]2)[n:13][cH:14]1.[Cl:34][CH2:35][Cl:36].[OH2:37]>>[OH:8][c:9]1[cH:10][cH:11][c:12](-[c:15]2[c:16](=[O:29])[n:17]([CH3:28])[c:18]([NH:21][c:22]3[cH:23][cH:24][cH:25][cH:26][cH:27]3)[n:19][cH:20]2)[n:13][cH:14]1.